This data is from the Open Reaction Database (ORD), a public repository of structured organic reaction records. The task is: describe an organic reaction: reactants, conditions, products, and yield Starting materials: C(C1=CC=CC=C1)N1C(C[C@H]([C@@H]1C)OCC1=CC=CC=C1)=O ((4R,5S)-1-benzyl-4-benzyloxy-5-methyl-pyrrolidin-2-one), O (water), [H-].[Al+3].[Li+].[H-].[H-].[H-] (lithium aluminium hydride), lime. Solvent: C1CCOC1 (THF), C1CCOC1 (THF). Reaction conditions: temperature 0 celsius. The product is C(C1=CC=CC=C1)N1[C@H]([C@@H](CC1)OCC1=CC=CC=C1)C ((2S,3R)-1-Benzyl-3-benzyloxy-2-methyl-pyrrolidine). Isolated yield 48.5%. As a reaction SMILES: [H-].[Al+3].[Li+].[H-].[H-].[H-].[CH2:7]([N:14]1[C@@H:18]([CH3:19])[C@H:17]([O:20][CH2:21][C:22]2[CH:27]=[CH:26][CH:25]=[CH:24][CH:23]=2)[CH2:16][C:15]1=O)[C:8]1[CH:13]=[CH:12][CH:11]=[CH:10][CH:9]=1.O>C1COCC1>[CH2:7]([N:14]1[CH2:15][CH2:16][C@@H:17]([O:20][CH2:21][C:22]2[CH:27]=[CH:26][CH:25]=[CH:24][CH:23]=2)[C@@H:18]1[CH3:19])[C:8]1[CH:9]=[CH:10][CH:11]=[CH:12][CH:13]=1 |f:0.1.2.3.4.5|. Procedure: To a cooled (0° C.) suspension of lithium aluminium hydride (2.81 g, 74 mmol) in dry THF (30 ml) was added a solution of (4R,5S)-1-benzyl-4-benzyloxy-5-methyl-pyrrolidin-2-one (3.13 g, 11 mmol) (Tetrahedron 1998, 54, 12547) in THF (20 mL). The mixture was allowed to come to room temperature and stirred for 16 h after which lime it was cooled to 0° C. and water was cautiously added. The resulting suspension was the filtered over Hyflo, washing the salts with EtOAc. The filtrate was washed with br...